Dataset: the Open Reaction Database (ORD), a public repository of structured organic reaction records. Task: describe an organic reaction: reactants, conditions, products, and yield The reactants are FC(F)(F)Cn1ncnc1-c1cn2c(n1)-c1ccc(Br)cc1OCC2, Cl, COCC(N)C(=O)O. Product: COCC(Nc1ccc2c(c1)OCCn1cc(-c3ncnn3CC(F)(F)F)nc1-2)C(=O)O. RXN SMILES: [Br:1][c:2]1[cH:3][c:4]2[c:5]([cH:24][cH:25]1)-[c:6]1[n:7][c:8](-[c:14]3[n:15]([CH2:19][C:20]([F:21])([F:22])[F:23])[n:16][cH:17][n:18]3)[cH:9][n:10]1[CH2:11][CH2:12][O:13]2.[ClH:26].[NH2:27][CH:28]([C:29](=[O:30])[OH:31])[CH2:32][O:33][CH3:34]>>[c:2]1([NH:27][CH:28]([C:29](=[O:30])[OH:31])[CH2:32][O:33][CH3:34])[cH:3][c:4]2[c:5]([cH:24][cH:25]1)-[c:6]1[n:7][c:8](-[c:14]3[n:15]([CH2:19][C:20]([F:21])([F:22])[F:23])[n:16][cH:17][n:18]3)[cH:9][n:10]1[CH2:11][CH2:12][O:13]2. Reactants: COC1=NS(N=C1OC)(=O)=O (3,4-dimethoxy-1,2,5-thiadiazole-1,1-dioxide), CN(CC#CCCCCN)C (7-(dimethylamino)hept-5-ynylamine). Product: COC1=NS(N=C1NCCCCC#CCN(C)C)(=O)=O (3-methoxy-4-[7-dimethylaminohept-5-ynylamino]-1,2,5-thiadiazole-1,1-dioxide). As a reaction SMILES: [CH3:1][O:2][C:3]1[C:7](OC)=[N:6][S:5](=[O:11])(=[O:10])[N:4]=1.[CH3:12][N:13]([CH3:22])[CH2:14][C:15]#[C:16][CH2:17][CH2:18][CH2:19][CH2:20][NH2:21]>>[CH3:1][O:2][C:3]1[C:7]([NH:21][CH2:20][CH2:19][CH2:18][CH2:17][C:16]#[C:15][CH2:14][N:13]([CH3:12])[CH3:22])=[N:6][S:5](=[O:11])(=[O:10])[N:4]=1. Reported procedure: In a similar manner to Example 1, 3,4-dimethoxy-1,2,5-thiadiazole-1,1-dioxide (1.07 g) and 7-(dimethylamino)hept-5-ynylamine (0.92 g) were reacted to give a solution of 3-methoxy-4-[7-dimethylaminohept-5-ynylamino]-1,2,5-thiadiazole-1,1-dioxide. Reaction with ammonia gas and purification as in Example 1 gave the title compound (1.08 g), m.p. 172°-4° C. (recrystallisation from acetonitrile).